From a dataset of the Open Reaction Database (ORD), a public repository of structured organic reaction records. describe an organic reaction: reactants, conditions, products, and yield Reactants: O=C(CCCCl)NCC=CCOc1cc(CN2CCCCC2)ccn1, Cn1ccnc1S. Yields the product Cn1ccnc1SCCCC(=O)NCC=CCOc1cc(CN2CCCCC2)ccn1. RXN SMILES: [N:1]1([CH2:7][c:8]2[cH:9][c:10]([O:14][CH2:15][CH:16]=[CH:17][CH2:18][NH:19][C:20]([CH2:21][CH2:22][CH2:23][Cl:24])=[O:25])[n:11][cH:12][cH:13]2)[CH2:2][CH2:3][CH2:4][CH2:5][CH2:6]1.[SH:26][c:27]1[n:28]([CH3:32])[cH:29][cH:30][n:31]1>>[N:1]1([CH2:7][c:8]2[cH:9][c:10]([O:14][CH2:15][CH:16]=[CH:17][CH2:18][NH:19][C:20]([CH2:21][CH2:22][CH2:23][S:26][c:27]3[n:28]([CH3:32])[cH:29][cH:30][n:31]3)=[O:25])[n:11][cH:12][cH:13]2)[CH2:2][CH2:3][CH2:4][CH2:5][CH2:6]1. Reactants: [BH3-]C#N, CO, CC(=O)O, COc1cc2c(Oc3ccc(NC(=O)c4ccccc4)cc3)ccnc2cc1OCCC(N)C(=O)OC1CCCC1, CC(C)C=O, [Na+]. Yields the product COc1cc2c(Oc3ccc(NC(=O)c4ccccc4)cc3)ccnc2cc1OCCC(NCC(C)C)C(=O)OC1CCCC1. RXN SMILES: [C:47]([BH3-:48])#[N:49].[CH3:51][OH:52].[CH3:53][C:54](=[O:55])[OH:56].[CH:1]1([O:6][C:7]([CH:8]([CH2:9][CH2:10][O:11][c:12]2[c:13]([O:38][CH3:39])[cH:14][c:15]3[c:16]([O:22][c:23]4[cH:24][cH:25][c:26]([NH:29][C:30]([c:31]5[cH:32][cH:33][cH:34][cH:35][cH:36]5)=[O:37])[cH:27][cH:28]4)[cH:17][cH:18][n:19][c:20]3[cH:21]2)[NH2:40])=[O:41])[CH2:2][CH2:3][CH2:4][CH2:5]1.[CH:42]([CH:43]([CH3:44])[CH3:45])=[O:46].[Na+:50]>>[CH:1]1([O:6][C:7]([CH:8]([CH2:9][CH2:10][O:11][c:12]2[c:13]([O:38][CH3:39])[cH:14][c:15]3[c:16]([O:22][c:23]4[cH:24][cH:25][c:26]([NH:29][C:30]([c:31]5[cH:32][cH:33][cH:34][cH:35][cH:36]5)=[O:37])[cH:27][cH:28]4)[cH:17][cH:18][n:19][c:20]3[cH:21]2)[NH:40][CH2:42][CH:43]([CH3:44])[CH3:45])=[O:41])[CH2:2][CH2:3][CH2:4][CH2:5]1. Reactants: N1=C(N=CC=C1)N1CCC(CC1)C(=O)O (1-pyrimidin-2-yl-piperidine-4-carboxylic acid), C(C)(C)N(CC)C(C)C (Diisopropylethylamine), O.ON1N=NC2=C1C=CC=C2 (1-hydroxybenzotriazole hydrate), Cl.CN(CCCN=C=NCC)C (3-dimethylaminopropyl-3-ethylcarbodiimide hydrochloride). Run in ClCCl (dichloromethane). Reaction conditions: time 3 day. Product: CC(CC(=O)NNC(=O)C1CCN(CC1)C1=NC=CC=N1)C (1-Pyrimidin-2-yl-piperidine-4-carboxylic acid N′-(3-methyl-butyryl)-hydrazide). Yield: 46.4%. RXN SMILES: [N:1]1[CH:6]=[CH:5][CH:4]=[N:3][C:2]=1[N:7]1[CH2:12][CH2:11][CH:10]([C:13]([OH:15])=O)[CH2:9][CH2:8]1.[OH2:16].ON1C2C=[CH:24][CH:25]=[CH:26][C:21]=2[N:20]=[N:19]1.Cl.[CH3:28]N(C)CCCN=C=NCC.C(N(C(C)C)CC)(C)C>ClCCl>[CH3:28][CH:25]([CH3:24])[CH2:26][C:21]([NH:20][NH:19][C:13]([CH:10]1[CH2:9][CH2:8][N:7]([C:2]2[N:1]=[CH:6][CH:5]=[CH:4][N:3]=2)[CH2:12][CH2:11]1)=[O:15])=[O:16] |f:1.2,3.4|. Procedure details: The residue was added to a mixture of 1-pyrimidin-2-yl-piperidine-4-carboxylic acid (6.6 g, 31.7 mmol) (see reference U.S. Pat. No. 4,826,843), 1-hydroxybenzotriazole hydrate (4.28 g, 31.7 mmol) and 1-(3-dimethylaminopropyl-3-ethylcarbodiimide hydrochloride (6.09 g, 31.7 mmol) in dichloromethane (50 ml). Diisopropylethylamine (17 ml, 95 mmol) was added and the mixture was stirred for 3 days. The solvent was evaporated and the residue was triturated with water and then with diethyl ether to give ...